This data is from the Open Reaction Database (ORD), a public repository of structured organic reaction records. The task is: describe an organic reaction: reactants, conditions, products, and yield Starting materials: C(C1=CC=CC=C1)OC=1C(=CC(=C(C1)S(=O)(=O)Cl)C1=NOC(=N1)C)OC (5-benzyloxy-4-methoxy-2-(5-methyl-[1,2,4]oxadiazol-3-yl)benzenesulfonylchloride), Cl.CNC (dimethyl-amine hydrochloride), O1CCCC1 (tetrahydrofuran), Cl (hydrochloric acid). Solvent: C(C)N(CC)CC (triethylamine). Reaction conditions: time 8 hour. Product: C(C1=CC=CC=C1)OC=1C(=CC(=C(C1)S(=O)(=O)N(C)C)C1=NOC(=N1)C)OC (5-benzyloxy-4-methoxy-N,N-dimethyl-2-(5-methyl-[1,2,4]oxadiazol-3-yl)benzenesulfonamide). RXN SMILES: [CH2:1]([O:8][C:9]1[C:10]([O:25][CH3:26])=[CH:11][C:12]([C:19]2[N:23]=[C:22]([CH3:24])[O:21][N:20]=2)=[C:13]([S:15](Cl)(=[O:17])=[O:16])[CH:14]=1)[C:2]1[CH:7]=[CH:6][CH:5]=[CH:4][CH:3]=1.Cl.[CH3:28][NH:29][CH3:30].O1CCCC1.Cl>C(N(CC)CC)C>[CH2:1]([O:8][C:9]1[C:10]([O:25][CH3:26])=[CH:11][C:12]([C:19]2[N:23]=[C:22]([CH3:24])[O:21][N:20]=2)=[C:13]([S:15]([N:29]([CH3:30])[CH3:28])(=[O:17])=[O:16])[CH:14]=1)[C:2]1[CH:7]=[CH:6][CH:5]=[CH:4][CH:3]=1 |f:1.2|. Procedure details: To a mixture of 5-benzyloxy-4-methoxy-2-(5-methyl-[1,2,4]oxadiazol-3-yl)benzenesulfonylchloride, dimethyl-amine hydrochloride (203 mg) and tetrahydrofuran (20 mL) was added triethylamine (0.693 mL) under ice-bath cooling. After stirring at room temperature overnight, 2 mol/L hydrochloric acid was added to the mixture. The separated organic layer was washed with 2 mol/L hydrochloric acid and brine successively, dried over anhydrous magnesium sulfate, and concentrated under reduced pressure to giv... Reactants: Cl.C(C)(C)C=1C=C(C=CC1)[C@H](C)N ((S)-1-(3-isopropylphenyl)ethanamine hydrochloride), C(#N)COC=1C=C(CN2C(=C(C3=CC(=CC=C23)C(=O)O)C)C)C=CC1 (1-(3-(cyanomethoxy)benzyl)-2,3-dimethyl-1H-indole-5-carboxylic acid). The product is C(#N)COC=1C=C(CN2C(=C(C3=CC(=CC=C23)C(=O)N[C@@H](C)C2=CC(=CC=C2)C(C)C)C)C)C=CC1 ((S)-1-(3-(Cyanomethoxy)benzyl)-N-(1-(3-isopropylphenyl)ethyl)-2,3-dimethyl-1H-indole-5-carboxamide). Reaction SMILES: Cl.[CH:2]([C:5]1[CH:6]=[C:7]([C@@H:11]([NH2:13])[CH3:12])[CH:8]=[CH:9][CH:10]=1)([CH3:4])[CH3:3].[C:14]([CH2:16][O:17][C:18]1[CH:19]=[C:20]([CH:36]=[CH:37][CH:38]=1)[CH2:21][N:22]1[C:30]2[C:25](=[CH:26][C:27]([C:31](O)=[O:32])=[CH:28][CH:29]=2)[C:24]([CH3:34])=[C:23]1[CH3:35])#[N:15]>>[C:14]([CH2:16][O:17][C:18]1[CH:19]=[C:20]([CH:36]=[CH:37][CH:38]=1)[CH2:21][N:22]1[C:30]2[C:25](=[CH:26][C:27]([C:31]([NH:13][C@H:11]([C:7]3[CH:8]=[CH:9][CH:10]=[C:5]([CH:2]([CH3:4])[CH3:3])[CH:6]=3)[CH3:12])=[O:32])=[CH:28][CH:29]=2)[C:24]([CH3:34])=[C:23]1[CH3:35])#[N:15] |f:0.1|. Procedure details: The title compound was prepared following the same protocol as described in Step 5, Example 36, using the (S)-1-(3-isopropylphenyl)ethanamine hydrochloride instead of the (S)-1-(3-cyclopropylphenyl)ethanamine hydrochloride and the 1-(3-(cyanomethoxy)benzyl)-2,3-dimethyl-1H-indole-5-carboxylic acid instead of the 1-(4-(2-methoxy-2-oxoethoxy)benzyl)-2,3-dimethyl-1H-indole-5-carboxylic acid. ESI-MS (m/z): 480 [M+H]+. The reactants are CCCN(CCC)CCCCc1ccc2cc(CN3C(=O)c4ccccc4C3=O)ccc2c1, CO, CN. Yields the product CCCN(CCC)CCCCc1ccc2cc(CN)ccc2c1. Reaction SMILES: [C:1]1(=[O:2])[N:5]([CH2:6][c:7]2[cH:8][c:9]3[cH:10][cH:11][c:12]([CH2:17][CH2:18][CH2:19][CH2:20][N:21]([CH2:22][CH2:23][CH3:24])[CH2:25][CH2:26][CH3:27])[cH:13][c:14]3[cH:15][cH:16]2)[C:3](=[O:4])[c:28]2[cH:29][cH:30][cH:31][cH:32][c:33]21.[CH3:34][OH:35].[CH3:36][NH2:37]>>[NH2:5][CH2:6][c:7]1[cH:8][c:9]2[cH:10][cH:11][c:12]([CH2:17][CH2:18][CH2:19][CH2:20][N:21]([CH2:22][CH2:23][CH3:24])[CH2:25][CH2:26][CH3:27])[cH:13][c:14]2[cH:15][cH:16]1. Starting materials: ClC1=C(C(=O)O)C=C(C=C1)S(=O)(=O)C (2-Chloro-5-methanesulfonyl-benzoic acid), ClC1=C(C(=O)O)C=C(C=C1)S(=O)O (2-Chloro-5-sulfino-benzoic acid), IC(C)C (2-iodopropane). Run in O (water). The product is ClC1=C(C(=O)O)C=C(C=C1)S(=O)(=O)C(C)C (2-Chloro-5-(propane-2-sulfonyl)-benzoic acid). The yield is 42.0%. RXN SMILES: Cl[C:2]1[CH:10]=CC(S(C)(=O)=O)=C[C:3]=1C(O)=O.[Cl:15][C:16]1[CH:24]=[CH:23][C:22]([S:25]([OH:27])=[O:26])=[CH:21][C:17]=1[C:18]([OH:20])=[O:19].IC(C)C>O>[Cl:15][C:16]1[CH:24]=[CH:23][C:22]([S:25]([CH:2]([CH3:10])[CH3:3])(=[O:27])=[O:26])=[CH:21][C:17]=1[C:18]([OH:20])=[O:19]. Procedure: The title compound was synthesised according to the procedure described for the synthesis of 2-Chloro-5-methanesulfonyl-benzoic acid from 2-Chloro-5-sulfino-benzoic acid and 2-iodopropane in 20 ml water and obtained in 42% yield. MS (m/e): 261.1 (MH−, 100%). Yields the product Cc1cc(C)c[n+]([O-])c1. The reactants are CC(=O)O, OO, Cc1cncc(C)c1. As a reaction SMILES: [CH3:11][C:12](=[O:13])[OH:14].[OH:9][OH:10].[n:1]1[cH:2][c:3]([CH3:8])[cH:4][c:5]([CH3:7])[cH:6]1>>[n+:1]1([O-:9])[cH:2][c:3]([CH3:8])[cH:4][c:5]([CH3:7])[cH:6]1. Reactants: N1=CN=CC2=C1NC=C2C#N (7H-pyrrolo[2,3-d]pyrimidine-5-carbonitrile), C(C)(C)(C)C=1C=C2C=NN(C(C2=C(C1)F)=O)C1=CC=CC=2B(OCC21)O (6-tert-butyl-8-fluoro-2-(1-hydroxy-1,3-dihydrobenzo[c][1,2]oxaborol-4-yl)phthalazin-1(2H)-one), N1=CC=CC=C1 (pyridine), ClC(C)Cl (dichloroethane). The reagents and catalysts are C(C)(=O)[O-].[Cu+2].C(C)(=O)[O-] (copper acetate). Reaction conditions: temperature 80 celsius, time 16 hour. The product is C(C)(C)(C)C=1C=C2C=NN(C(C2=C(C1)F)=O)C=1C(=C(C=CC1)N1C=C(C2=C1N=CN=C2)C#N)CO (7-[3-(6-tert-Butyl-8-fluoro-1-oxo-1H-phthalazin-2-yl)-2-hydroxymethyl-phenyl]-7H-pyrrolo[2,3-d]pyrimidine-5-carbonitrile). The yield is 31.6%. RXN SMILES: [N:1]1[C:6]2[NH:7][CH:8]=[C:9]([C:10]#[N:11])[C:5]=2[CH:4]=[N:3][CH:2]=1.[C:12]([C:16]1[CH:17]=[C:18]2[C:23](=[C:24]([F:26])[CH:25]=1)[C:22](=[O:27])[N:21]([C:28]1[C:36]3[CH2:35][O:34]B(O)[C:32]=3[CH:31]=[CH:30][CH:29]=1)[N:20]=[CH:19]2)([CH3:15])([CH3:14])[CH3:13].N1C=CC=CC=1.ClC(Cl)C>C([O-])(=O)C.[Cu+2].C([O-])(=O)C>[C:12]([C:16]1[CH:17]=[C:18]2[C:23](=[C:24]([F:26])[CH:25]=1)[C:22](=[O:27])[N:21]([C:28]1[C:36]([CH2:35][OH:34])=[C:32]([N:7]3[C:6]4[N:1]=[CH:2][N:3]=[CH:4][C:5]=4[C:9]([C:10]#[N:11])=[CH:8]3)[CH:31]=[CH:30][CH:29]=1)[N:20]=[CH:19]2)([CH3:15])([CH3:13])[CH3:14] |f:4.5.6|. Reported procedure: In a 25 mL round-bottomed flask, 7H-pyrrolo[2,3-d]pyrimidine-5-carbonitrile (40.9 mg, 284 μmol, Eq: 1.00), 6-tert-butyl-8-fluoro-2-(1-hydroxy-1,3-dihydrobenzo[c][1,2]oxaborol-4-yl)phthalazin-1(2H)-one (100 mg, 284 μmol, Eq: 1.00), copper acetate (34.8 mg) and pyridine (44.9 mg, 45.9 μl, 568 μmol, Eq: 2) were combined with dichloroethane to give a dark blue suspension. The reaction mixture was flushed with nitrogen. The reaction mixture was heated to 80° C. and stirred for 16 hr. The reaction was...